From a dataset of the Open Reaction Database (ORD), a public repository of structured organic reaction records. describe an organic reaction: reactants, conditions, products, and yield Reactants: ClC1=NC=CC(=C1)N1CCC2=C1N=C(N=C2C=2C=NC(=NC2)N(CC2=CC=C(C=C2)OC)CC2=CC=C(C=C2)OC)N2CCOCC2 ({5-[7-(2-chloro-pyridin-4-yl)-2-morpholin-4-yl-6,7-dihydro-5H-pyrrolo[2,3-d]pyrimidin-4-yl]-pyrimidin-2-yl}-bis-(4-methoxy-benzyl)-amine), ClC1=CC=C(C=N1)N1CCC2=C1N=C(N=C2C=2C=NC(=NC2)N(CC2=CC=C(C=C2)OC)CC2=CC=C(C=C2)OC)N2CCOCC2 ({5-[7-(6-chloro-pyridin-3-yl)-2-morpholin-4-yl-6,7-dihydro-5H-pyrrolo[2,3-d]pyrimidin-4-yl]-pyrimidin-2-yl}-bis-(4-methoxy-benzyl)-amine), CN(CCNC)C (N,N,N′-trimethyl ethylenediamine). Yields the product COC1=CC=C(CN(C2=NC=C(C=N2)C=2C3=C(N=C(N2)N2CCOCC2)N(CC3)C3=CC(=NC=C3)N(CCN(C)C)C)CC3=CC=C(C=C3)OC)C=C1 (N-[4-(4-{2-[bis-(4-methoxy-benzyl)-amino]-pyrimidin-5-yl}-2-morpholin-4-yl-5,6-dihydro-pyrrolo[2,3-d]pyrimidin-7-yl)-pyridin-2-yl]-N,N′,N′-trimethyl-ethane-1,2-diamine). RXN SMILES: Cl[C:2]1[CH:7]=[C:6]([N:8]2[C:12]3[N:13]=[C:14]([N:42]4[CH2:47][CH2:46][O:45][CH2:44][CH2:43]4)[N:15]=[C:16]([C:17]4[CH:18]=[N:19][C:20]([N:23]([CH2:33][C:34]5[CH:39]=[CH:38][C:37]([O:40][CH3:41])=[CH:36][CH:35]=5)[CH2:24][C:25]5[CH:30]=[CH:29][C:28]([O:31][CH3:32])=[CH:27][CH:26]=5)=[N:21][CH:22]=4)[C:11]=3[CH2:10][CH2:9]2)[CH:5]=[CH:4][N:3]=1.Cl[C:49]1[N:54]=[CH:53][C:52]([N:55]2[C:59]3N=C(N4CCOCC4)N=C(C4C=NC(N(CC5C=CC(OC)=CC=5)CC5C=CC(OC)=CC=5)=NC=4)C=3C[CH2:56]2)=CC=1.CN(C)CCNC>>[CH3:32][O:31][C:28]1[CH:29]=[CH:30][C:25]([CH2:24][N:23]([CH2:33][C:34]2[CH:39]=[CH:38][C:37]([O:40][CH3:41])=[CH:36][CH:35]=2)[C:20]2[N:19]=[CH:18][C:17]([C:16]3[C:11]4[CH2:10][CH2:9][N:8]([C:6]5[CH:5]=[CH:4][N:3]=[C:2]([N:54]([CH3:49])[CH2:53][CH2:52][N:55]([CH3:59])[CH3:56])[CH:7]=5)[C:12]=4[N:13]=[C:14]([N:42]4[CH2:47][CH2:46][O:45][CH2:44][CH2:43]4)[N:15]=3)=[CH:22][N:21]=2)=[CH:26][CH:27]=1. Reported procedure: Using {5-[7-(2-chloro-pyridin-4-yl)-2-morpholin-4-yl-6,7-dihydro-5H-pyrrolo[2,3-d]pyrimidin-4-yl]-pyrimidin-2-yl}-bis-(4-methoxy-benzyl)-amine (100 mg, 0.154 mmol) obtained in Step A in Example 1-D-69 instead of {5-[7-(6-chloro-pyridin-3-yl)-2-morpholin-4-yl-6,7-dihydro-5H-pyrrolo[2,3-d]pyrimidin-4-yl]-pyrimidin-2-yl}-bis-(4-methoxy-benzyl)-amine, and N,N,N′-trimethyl ethylenediamine (30 μl, 0.23 mmol), in the same manner as Example 1-D-48, amination was carried out, to obtain a crude product of... Reactants: C1CCC(CC1)N=C=NC2CCCCC2 (DCC), C=1C=CC2=C(C1)N=NN2O (HOBT), N12C[C@@H](C(CC1)CC2)O ((R)-quinuclidin-3-ol), C(C)(=O)N1CCN(CC1)C(C(=O)O)C1=CC=CC=C1 (2-(4-Acetylpiperazin-1-yl)-2-phenylacetic acid). Run in C1CCOC1 (THF). The product is C(C)(=O)N1CCN(CC1)C(C(=O)O[C@H]1CN2CCC1CC2)C2=CC=CC=C2 ((R)-quinuclidin-3-yl 2-(4-acetylpiperazin-1-yl)-2-phenylacetate). Yield: 64.5%. RXN SMILES: [C:1]([N:4]1[CH2:9][CH2:8][N:7]([CH:10]([C:14]2[CH:19]=[CH:18][CH:17]=[CH:16][CH:15]=2)[C:11]([OH:13])=[O:12])[CH2:6][CH2:5]1)(=[O:3])[CH3:2].C1CCC(N=C=NC2CCCCC2)CC1.C1C=CC2N(O)N=NC=2C=1.[N:45]12[CH2:52][CH2:51][CH:48]([CH2:49][CH2:50]1)[C@@H:47](O)[CH2:46]2>C1COCC1>[C:1]([N:4]1[CH2:9][CH2:8][N:7]([CH:10]([C:14]2[CH:19]=[CH:18][CH:17]=[CH:16][CH:15]=2)[C:11]([O:13][C@@H:47]2[CH:48]3[CH2:51][CH2:52][N:45]([CH2:50][CH2:49]3)[CH2:46]2)=[O:12])[CH2:6][CH2:5]1)(=[O:3])[CH3:2]. Procedure details: 2-(4-Acetylpiperazin-1-yl)-2-phenylacetic acid (238 mg, 0.91 mmol) was suspended in dry THF (9 ml) and, with stirring at room temperature under nitrogen atmosphere, DCC (374 mg, 1.81 mmol), HOBT (245 mg, 1.81 mmol) and (R)-quinuclidin-3-ol (231 mg, 1.81 mmol) were sequentially added. The reaction was reacted at the same temperature for three days. The solvent was evaporated and the crude was purified by flash chromatography (DCM/MeOH/NH4OH=97/3/0.3). The product was suspended in THF/Acetonitrile... The reactants are CCNC(=O)Nc1nc(C)c(-c2ccc(S(C)(=O)=O)c(F)c2)s1, CNCCN(C)C, CS(C)=O. Yields the product CCNC(=O)Nc1nc(C)c(-c2ccc(S(C)(=O)=O)c(N(C)CCN(C)C)c2)s1. Reaction SMILES: [CH2:1]([CH3:2])[NH:3][C:4](=[O:5])[NH:6][c:7]1[s:8][c:9](-[c:13]2[cH:14][c:15]([F:23])[c:16]([S:19](=[O:20])(=[O:21])[CH3:22])[cH:17][cH:18]2)[c:10]([CH3:12])[n:11]1.[CH3:24][N:25]([CH2:26][CH2:27][NH:28][CH3:29])[CH3:30].[CH3:31][S:32]([CH3:33])=[O:34]>>[CH2:1]([CH3:2])[NH:3][C:4](=[O:5])[NH:6][c:7]1[s:8][c:9](-[c:13]2[cH:14][c:15]([N:28]([CH2:27][CH2:26][N:25]([CH3:24])[CH3:30])[CH3:29])[c:16]([S:19](=[O:20])(=[O:21])[CH3:22])[cH:17][cH:18]2)[c:10]([CH3:12])[n:11]1. The reactants are BrC1=CC=C(C=C1)C=1SC=C(C1O)C(=O)C (2-(4-Bromophenyl)-3-hydroxy-4-methylcarbonylthiophene), N1=CC(=CC=C1)CNC(=O)C=1SC(=CC1)C(=O)NN (5-hydrazinocarbonylthiophene-2-carboxylic acid 3-picolylamide). The solvent is CS(=O)C (dimethylsulfoxide). Reaction conditions: temperature 110 celsius. The product is N1=CC(=CC=C1)CNC(=O)C=1SC(=CC1)C(=O)NN=C(C)C1=CSC(=C1O)C1=CC=C(C=C1)Br (5-{1-[5-(4-bromophenyl)-4-hydroxythiophen-3-yl]ethylidenehydrazinocarbonyl}thiophene-2-carboxylic acid 3-picolylamide). The yield is 81.0%. Reaction SMILES: [Br:1][C:2]1[CH:7]=[CH:6][C:5]([C:8]2[S:9][CH:10]=[C:11]([C:14]([CH3:16])=O)[C:12]=2[OH:13])=[CH:4][CH:3]=1.[N:17]1[CH:22]=[CH:21][CH:20]=[C:19]([CH2:23][NH:24][C:25]([C:27]2[S:28][C:29]([C:32]([NH:34][NH2:35])=[O:33])=[CH:30][CH:31]=2)=[O:26])[CH:18]=1>CS(C)=O>[N:17]1[CH:22]=[CH:21][CH:20]=[C:19]([CH2:23][NH:24][C:25]([C:27]2[S:28][C:29]([C:32]([NH:34][N:35]=[C:14]([C:11]3[C:12]([OH:13])=[C:8]([C:5]4[CH:6]=[CH:7][C:2]([Br:1])=[CH:3][CH:4]=4)[S:9][CH:10]=3)[CH3:16])=[O:33])=[CH:30][CH:31]=2)=[O:26])[CH:18]=1. Procedure details: 2-(4-Bromophenyl)-3-hydroxy-4-methylcarbonylthiophene (50.5 mg, 0.17 mmol) (synthesized in accordance with WO2004/108683) and 5-hydrazinocarbonylthiophene-2-carboxylic acid 3-picolylamide prepared in Reference Synthetic Example 11 were dissolved in dimethylsulfoxide (4.0 mL) and heated at 110° C. for 24 hours. The solvent was evaporated, and the residue was washed with methanol and water to give the desired product (yield 81%). Starting materials: BrC=1C=C(C(=NC1)Cl)[N+](=O)[O-] (5-bromo-2-chloro-3-nitro-pyridine), C(=CC)[Mg]Br (1-propenylmagnesium bromide). Run in O1CCCC1 (tetrahydrofuran), CCOCC (ether). Reaction conditions: temperature -40 celsius. Product: BrC1=C2C(=C(N=C1)Cl)NC=C2C (4-Bromo-7-chloro-3-methyl-1H-pyrrolo[2,3-c]pyridine). Reaction SMILES: [Br:1][C:2]1[CH:3]=[C:4]([N+:9]([O-])=O)[C:5]([Cl:8])=[N:6][CH:7]=1.[CH:12]([Mg]Br)=[CH:13][CH3:14]>O1CCCC1.CCOCC>[Br:1][C:2]1[CH:7]=[N:6][C:5]([Cl:8])=[C:4]2[NH:9][CH:12]=[C:13]([CH3:14])[C:3]=12. Procedure details: To a solution of 5-bromo-2-chloro-3-nitro-pyridine, (10.28 g) in dry tetrahydrofuran (450 ml) at −78° C. under an atmosphere of nitrogen was added dropwise, a solution of 1-propenylmagnesium bromide (0.5M in tetrahydrofuran; 305 ml), keeping the internal temperature below −70° C. The solution was allowed to warm to −40° C. over 1 h then quenched with saturated ammonium chloride (350 ml). The aqueous was extracted twice with ethyl acetate (2×200 ml) and the combined organics were dried (MgSO4), f... The reactants are Cc1onc(-c2ccccc2Cl)c1C(=O)NC1C(=O)N2C1SC(C)(CBr)C2C(=O)OCC(Cl)(Cl)Cl, Cn1nnnc1S, CC(C)=O, O=P([O-])([O-])[O-]. Product: Cc1onc(-c2ccccc2Cl)c1C(=O)NC1C(=O)N2C1SC(C)(CSc1nnnn1C)C2C(=O)OCC(Cl)(Cl)Cl. As a reaction SMILES: [Br:1][CH2:2][C:3]1([CH3:35])[S:4][CH:5]2[N:6]([CH:7]1[C:8](=[O:9])[O:10][CH2:11][C:12]([Cl:13])([Cl:14])[Cl:15])[C:16](=[O:34])[CH:17]2[NH:18][C:19](=[O:20])[c:21]1[c:22](-[c:27]2[c:28]([Cl:33])[cH:29][cH:30][cH:31][cH:32]2)[n:23][o:24][c:25]1[CH3:26].[CH3:36][n:37]1[n:38][n:39][n:40][c:41]1[SH:42].[CH3:48][C:49](=[O:50])[CH3:51].[O-:43][P:44](=[O:45])([O-:46])[O-:47]>>[CH2:2]([C:3]1([CH3:35])[S:4][CH:5]2[N:6]([CH:7]1[C:8](=[O:9])[O:10][CH2:11][C:12]([Cl:13])([Cl:14])[Cl:15])[C:16](=[O:34])[CH:17]2[NH:18][C:19](=[O:20])[c:21]1[c:22](-[c:27]2[c:28]([Cl:33])[cH:29][cH:30][cH:31][cH:32]2)[n:23][o:24][c:25]1[CH3:26])[S:42][c:41]1[n:37]([CH3:36])[n:38][n:39][n:40]1. The reactants are ClC1=CC=C(C=C1)CCNCC1=CC=NC=C1 (4-[2-(4-chlorophenyl)ethylaminomethyl]pyridine), CS(=O)(=O)Cl (methanesulfonyl chloride), ClCCl (dichloromethane), ClCCl (dichloromethane), C([O-])([O-])=O.[K+].[K+] (potassium carbonate). Run in O (water). Reaction conditions: time 8 hour. Product: ClC1=CC=C(C=C1)CCN(S(=O)(=O)C)CC1=CC=NC=C1 (N-[2-(4-chlorophenyl)ethyl]-N-(pyridin-4-ylmethyl)-methanesulfonamide). RXN SMILES: [Cl:1][C:2]1[CH:7]=[CH:6][C:5]([CH2:8][CH2:9][NH:10][CH2:11][C:12]2[CH:17]=[CH:16][N:15]=[CH:14][CH:13]=2)=[CH:4][CH:3]=1.ClCCl.C(=O)([O-])[O-].[K+].[K+].[CH3:27][S:28](Cl)(=[O:30])=[O:29]>O>[Cl:1][C:2]1[CH:3]=[CH:4][C:5]([CH2:8][CH2:9][N:10]([CH2:11][C:12]2[CH:17]=[CH:16][N:15]=[CH:14][CH:13]=2)[S:28]([CH3:27])(=[O:30])=[O:29])=[CH:6][CH:7]=1 |f:2.3.4|. Procedure: A 7.4 g. portion of 4-[2-(4-chlorophenyl)ethylaminomethyl]pyridine was dissolved in 50 ml. of dichloromethane, and to it were added 4 g. of potassium carbonate and 4 g. of methanesulfonyl chloride. The mixture was stirred at ambient temperature overnight, and then 100 ml. of additional dichloromethane was added, followed by 200 ml. of water. The organic phase was separated, washed with water, dried and concentrated under vacuum. The residue was chromatographed on silica gel, using acetone as the...